From a dataset of the Open Reaction Database (ORD), a public repository of structured organic reaction records. describe an organic reaction: reactants, conditions, products, and yield Starting materials: CCOC(C)=O, O=[N+]([O-])c1cc(F)c(N2CC3OC3C2)c(F)c1, [H][H]. The product is Nc1cc(F)c(N2CC3OC3C2)c(F)c1. RXN SMILES: [CH3:20][CH2:21][O:22][C:23](=[O:24])[CH3:25].[F:1][c:2]1[c:3]([N:12]2[CH2:13][CH:14]3[O:15][CH:16]3[CH2:17]2)[c:4]([F:11])[cH:5][c:6]([N+:8]([O-:9])=[O:10])[cH:7]1.[H:18][H:19]>>[F:1][c:2]1[c:3]([N:12]2[CH2:13][CH:14]3[O:15][CH:16]3[CH2:17]2)[c:4]([F:11])[cH:5][c:6]([NH2:8])[cH:7]1. The reactants are CCN=C=NCCCN(C)C, CC#N, Cl, NC(Cc1ccc(C(F)(F)F)cc1)C(O)c1ccc(Oc2ccccc2)cc1, O, On1nnc2ccccc21, O=C(O)c1cccc2c1C=CCCC2. The product is O=C(NC(Cc1ccc(C(F)(F)F)cc1)C(O)c1ccc(Oc2ccccc2)cc1)c1cccc2c1C=CCCC2. As a reaction SMILES: [CH2:44]([N:45]=[C:46]=[N:47][CH2:48][CH2:49][CH2:50][N:51]([CH3:52])[CH3:53])[CH3:54].[CH3:65][C:66]#[N:67].[ClH:43].[NH2:1][CH:2]([CH:3]([OH:4])[c:5]1[cH:6][cH:7][c:8]([O:11][c:12]2[cH:13][cH:14][cH:15][cH:16][cH:17]2)[cH:9][cH:10]1)[CH2:18][c:19]1[cH:20][cH:21][c:22]([C:25]([F:26])([F:27])[F:28])[cH:23][cH:24]1.[OH2:68].[OH:55][n:56]1[c:57]2[cH:58][cH:59][cH:60][cH:61][c:62]2[n:63][n:64]1.[c:29]1([C:40](=[O:41])[OH:42])[cH:30][cH:31][cH:32][c:33]2[c:34]1[CH:35]=[CH:36][CH2:37][CH2:38][CH2:39]2>>[NH:1]([CH:2]([CH:3]([OH:4])[c:5]1[cH:6][cH:7][c:8]([O:11][c:12]2[cH:13][cH:14][cH:15][cH:16][cH:17]2)[cH:9][cH:10]1)[CH2:18][c:19]1[cH:20][cH:21][c:22]([C:25]([F:26])([F:27])[F:28])[cH:23][cH:24]1)[C:40]([c:29]1[cH:30][cH:31][cH:32][c:33]2[c:34]1[CH:35]=[CH:36][CH2:37][CH2:38][CH2:39]2)=[O:41].